This data is from the Open Reaction Database (ORD), a public repository of structured organic reaction records. The task is: describe an organic reaction: reactants, conditions, products, and yield Reaction SMILES: [Br:32][CH2:33][CH:34]1[CH2:35][O:36]1.[C:26](=[O:27])([O-:28])[O-:29].[CH3:38][N:39]([CH3:40])[CH:41]=[O:42].[K+:30].[K+:31].[OH2:37].[OH:1][c:2]1[c:3]([O:24][CH3:25])[cH:4][c:5]2[c:6]([O:12][c:13]3[c:14]([CH3:23])[n:15][c:16]4[cH:17][cH:18][n:19][cH:20][c:21]4[cH:22]3)[cH:7][cH:8][n:9][c:10]2[cH:11]1>>[O:1]([c:2]1[c:3]([O:24][CH3:25])[cH:4][c:5]2[c:6]([O:12][c:13]3[c:14]([CH3:23])[n:15][c:16]4[cH:17][cH:18][n:19][cH:20][c:21]4[cH:22]3)[cH:7][cH:8][n:9][c:10]2[cH:11]1)[CH2:33][CH:34]1[CH2:35][O:36]1. Starting materials: BrCC1CO1, O=C([O-])[O-], CN(C)C=O, [K+], [K+], O, COc1cc2c(Oc3cc4cnccc4nc3C)ccnc2cc1O. The product is COc1cc2c(Oc3cc4cnccc4nc3C)ccnc2cc1OCC1CO1.